This data is from the Open Reaction Database (ORD), a public repository of structured organic reaction records. The task is: describe an organic reaction: reactants, conditions, products, and yield Starting materials: C(=O)(OCC)C(CCC1=CC=CC=C1)N[C@@H](C)C(=O)N1[C@@H](CCC1)C(COC(C)=O)=O (N-(1-carbethoxy-3-phenylpropyl)(L)-alanyl(S)-2-(2-acetoxy-1-oxoethyl)-pyrrolidine), Cl (hydrochloric acid). Product: Cl.C(=O)(OCC)C(CCC1=CC=CC=C1)N[C@@H](C)C(=O)N1[C@@H](CCC1)C(CO)=O (N-(1-carbethoxy-3-phenylpropyl)(L)-alanyl (S)-2-(2-hydroxy-1-oxoethyl)-pyrrolidine hydrochloride). Reaction SMILES: [C:1]([CH:6]([NH:15][C@H:16]([C:18]([N:20]1[CH2:24][CH2:23][CH2:22][C@H:21]1[C:25](=[O:31])[CH2:26][O:27]C(=O)C)=[O:19])[CH3:17])[CH2:7][CH2:8][C:9]1[CH:14]=[CH:13][CH:12]=[CH:11][CH:10]=1)([O:3][CH2:4][CH3:5])=[O:2].[ClH:32]>>[ClH:32].[C:1]([CH:6]([NH:15][C@H:16]([C:18]([N:20]1[CH2:24][CH2:23][CH2:22][C@H:21]1[C:25](=[O:31])[CH2:26][OH:27])=[O:19])[CH3:17])[CH2:7][CH2:8][C:9]1[CH:14]=[CH:13][CH:12]=[CH:11][CH:10]=1)([O:3][CH2:4][CH3:5])=[O:2] |f:2.3|. Procedure details: A solution of N-formyl, N-(1-carbethoxy-3-phenylpropyl)(L)-alanyl(S)-2-(2-acetoxy-1-oxoethyl)-pyrrolidine (460 mg; 1 mmol) in 5 ml of 5% ethanolic hydrochloric acid (5.5 ml of 38% aqueous HCl in 60 ml of ethanol) can be kept at 25° for 2 days. It can then be concentrated under reduced pressure and the residue triturated with ether to give N-(1-carbethoxy-3-phenylpropyl)(L)-alanyl (S)-2-(2-hydroxy-1-oxoethyl)-pyrrolidine hydrochloride. Starting materials: O=C(O)c1cc2cccc(Br)c2o1, COc1ccccc1B(O)O, [Na+], [Na+], O=C([O-])[O-], CN(C)C=O, c1ccc(P(c2ccccc2)(c2ccccc2)[Pd](P(c2ccccc2)(c2ccccc2)c2ccccc2)(P(c2ccccc2)(c2ccccc2)c2ccccc2)P(c2ccccc2)(c2ccccc2)c2ccccc2)cc1. The product is COc1ccccc1-c1cccc2cc(C(=O)O)oc12. RXN SMILES: [Br:1][c:2]1[cH:3][cH:4][cH:5][c:6]2[cH:7][c:8]([C:11](=[O:12])[OH:13])[o:9][c:10]12.[CH3:14][O:15][c:16]1[c:17]([B:22]([OH:23])[OH:24])[cH:18][cH:19][cH:20][cH:21]1.[Na+:25].[Na+:26].[O-:27][C:28](=[O:29])[O-:30].[O:108]=[CH:109][N:110]([CH3:111])[CH3:112].[cH:31]1[cH:32][cH:33][c:34]([P:35]([Pd:36]([P:37]([c:38]2[cH:39][cH:40][cH:41][cH:42][cH:43]2)([c:44]2[cH:45][cH:46][cH:47][cH:48][cH:49]2)[c:50]2[cH:51][cH:52][cH:53][cH:54][cH:55]2)([P:56]([c:57]2[cH:58][cH:59][cH:60][cH:61][cH:62]2)([c:63]2[cH:64][cH:65][cH:66][cH:67][cH:68]2)[c:69]2[cH:70][cH:71][cH:72][cH:73][cH:74]2)[P:75]([c:76]2[cH:77][cH:78][cH:79][cH:80][cH:81]2)([c:82]2[cH:83][cH:84][cH:85][cH:86][cH:87]2)[c:88]2[cH:89][cH:90][cH:91][cH:92][cH:93]2)([c:94]2[cH:95][cH:96][cH:97][cH:98][cH:99]2)[c:100]2[cH:101][cH:102][cH:103][cH:104][cH:105]2)[cH:106][cH:107]1>>[c:2]1(-[c:17]2[c:16]([O:15][CH3:14])[cH:21][cH:20][cH:19][cH:18]2)[cH:3][cH:4][cH:5][c:6]2[cH:7][c:8]([C:11](=[O:12])[OH:13])[o:9][c:10]12. The reactants are ClC1=NC(=NC(=C1)Cl)N (4,6-dichloro-2-pyrimidinamine), C(C)[C@H]1NCCOC1 ((3R)-3-ethylmorpholine), CCN(C(C)C)C(C)C (Hunig's base). Run in CC#N (CH3CN). Run at temperature 150 celsius. The product is ClC1=NC(=NC(=C1)N1[C@@H](COCC1)CC)N (4-Chloro-6-[(3R)-3-ethyl-4-morpholinyl]-2-pyrimidinamine). Isolated yield 86.6%. RXN SMILES: Cl[C:2]1[CH:7]=[C:6]([Cl:8])[N:5]=[C:4]([NH2:9])[N:3]=1.[CH2:10]([C@@H:12]1[CH2:17][O:16][CH2:15][CH2:14][NH:13]1)[CH3:11].CCN(C(C)C)C(C)C>CC#N>[Cl:8][C:6]1[CH:7]=[C:2]([N:13]2[CH2:14][CH2:15][O:16][CH2:17][C@H:12]2[CH2:10][CH3:11])[N:3]=[C:4]([NH2:9])[N:5]=1. Reported procedure: To 4,6-dichloro-2-pyrimidinamine (240 mg, 1.46 mmol) in CH3CN (8 mL) were added (3R)-3-ethylmorpholine (244 mg, 1.61 mmol) and Hunig's base (1.02 mL, 5.85 mmol), and the reaction mixture was heated in a microwave at 150° C. for a total of 3 hours, checking the progression of the reaction at regular intervals. The mixture was evaporated under vacuum, and the resulting residue was partitioned between EtOAc and water. The aqueous layer was extracted with EtOAc (2×) and CH2Cl2 (2×). The organics wer... Reactants: CCCCCCOCCOCC(=O)O, ClCCCl, ClCCl, NC(CN1CCOCC1)C(O)c1ccccc1. Yields the product CCCCCCOCCOCC(=O)NC(CN1CCOCC1)C(O)c1ccccc1. As a reaction SMILES: [C:1]([CH2:2][O:3][CH2:4][CH2:5][O:6][CH2:7][CH2:8][CH2:9][CH2:10][CH2:11][CH3:12])(=[O:13])[OH:14].[CH2:15]([Cl:16])[CH2:17][Cl:18].[CH2:36]([Cl:37])[Cl:38].[NH2:19][CH:20]([CH:21]([OH:22])[c:23]1[cH:24][cH:25][cH:26][cH:27][cH:28]1)[CH2:29][N:30]1[CH2:31][CH2:32][O:33][CH2:34][CH2:35]1>>[C:1]([CH2:2][O:3][CH2:4][CH2:5][O:6][CH2:7][CH2:8][CH2:9][CH2:10][CH2:11][CH3:12])(=[O:14])[NH:19][CH:20]([CH:21]([OH:22])[c:23]1[cH:24][cH:25][cH:26][cH:27][cH:28]1)[CH2:29][N:30]1[CH2:31][CH2:32][O:33][CH2:34][CH2:35]1. Starting materials: ClC1=NC(=C(C(=N1)Cl)CN([C@H]1CCCC2=CC=CC=C12)C)C ((1S)-(2,4-dichloro-6-methyl-pyrimidin-5-ylmethyl)-methyl-(1,2,3,4-tetrahydro-naphthalen-1-yl)-amine), C[O-].[Na+] (NaOMe). The solvent is CO (MeOH). Reaction conditions: temperature 0 celsius, time 8 hour. Yields the product ClC1=NC(=C(C(=N1)OC)CN([C@H]1CCCC2=CC=CC=C12)C)C ((1S)-(2-Chloro-4-methoxy-6-methyl-pyrimidin-5-ylmethyl)-methyl-(1,2,3,4-tetrahydro-naphthalen-1-yl)-amine). As a reaction SMILES: [Cl:1][C:2]1[N:7]=[C:6](Cl)[C:5]([CH2:9][N:10]([CH3:21])[C@@H:11]2[C:20]3[C:15](=[CH:16][CH:17]=[CH:18][CH:19]=3)[CH2:14][CH2:13][CH2:12]2)=[C:4]([CH3:22])[N:3]=1.[CH3:23][O-:24].[Na+]>CO>[Cl:1][C:2]1[N:7]=[C:6]([O:24][CH3:23])[C:5]([CH2:9][N:10]([CH3:21])[C@@H:11]2[C:20]3[C:15](=[CH:16][CH:17]=[CH:18][CH:19]=3)[CH2:14][CH2:13][CH2:12]2)=[C:4]([CH3:22])[N:3]=1 |f:1.2|. Procedure: To a flask containing (1S)-(2,4-dichloro-6-methyl-pyrimidin-5-ylmethyl)-methyl-(1,2,3,4-tetrahydro-naphthalen-1-yl)-amine (6.41 g, 19.06 mmol) is added MeOH (100 mL) and the solution is cooled to 0° C. using an ice bath. NaOMe (0.5 M, 38 mL) is added via addition funnel over 20 min. Once addition is complete, the ice bath is removed and the reaction is allowed to proceed overnight warming to room temperature. HOAc (2.0 mL) is added and the reaction mixture is allowed to stir for 10 min, followed... The reactants are O=C(N1CC(CCl)c2c1ccc1ccccc21)C(F)(F)F, ClCCl, O=[N+]([O-])O. Yields the product O=C(N1CC(CCl)c2c1ccc1cc([N+](=O)[O-])ccc21)C(F)(F)F. RXN SMILES: [Cl:1][CH2:2][CH:3]1[CH2:4][N:5]([C:16]([C:17]([F:18])([F:19])[F:20])=[O:21])[c:6]2[cH:7][cH:8][c:9]3[c:10]([c:11]21)[cH:12][cH:13][cH:14][cH:15]3.[Cl:26][CH2:27][Cl:28].[OH:22][N+:23]([O-:24])=[O:25]>>[Cl:1][CH2:2][CH:3]1[CH2:4][N:5]([C:16]([C:17]([F:18])([F:19])[F:20])=[O:21])[c:6]2[cH:7][cH:8][c:9]3[c:10]([c:11]21)[cH:12][cH:13][c:14]([N+:23](=[O:22])[O-:24])[cH:15]3. The reactants are I[Si](C)(C)C (Iodotrimethylsilane), FC1=NC=CC=C1B(O)O (2-fluoro-3-pyridineboronic acid), C([O-])([O-])=O.[Na+].[Na+] (sodium carbonate), BrC=1C(=CC(=C(C1)[C@@]12N=C(SC[C@@H]1CCCC2)NC(OCC2=CC=CC=C2)=O)F)F (benzyl(±)-[(4aR*,8aS)-8a-(5-bromo-2,4-difluorophenyl)-4a,5,6,7,8,8a-hexahydro-4H-benzo[d][1,3]thiazin-2-yl]carbamate), C([O-])(O)=O.[Na+] (sodium bicarbonate). The reagents and catalysts are C=1C=CC(=CC1)/C=C/C(=O)/C=C/C2=CC=CC=C2.C=1C=CC(=CC1)/C=C/C(=O)/C=C/C2=CC=CC=C2.C=1C=CC(=CC1)/C=C/C(=O)/C=C/C2=CC=CC=C2.[Pd].[Pd] (tris(dibenzylideneacetone)dipalladium). Solvent: C(Cl)(Cl)Cl (chloroform), C(C)(=O)OCC (ethyl acetate), S(=S)(=O)([O-])[O-].[Na+].[Na+] (sodium thiosulfate), C1(=CC=CC=C1)C (toluene), C(C)(C)O (Isopropyl alcohol). Reaction conditions: temperature 85 celsius, time 9.5 hour. Yields the product FC1=C(C=C(C(=C1)F)C=1C(=NC=CC1)F)[C@@]12N=C(SC[C@@H]1CCCC2)N ((±)-(4aR*,8aS*)-8a-[2,4-difluoro-5-(2-fluoropyridin-3-yl)phenyl]-4a,5,6,7,8,8a-hexahydro-4H-benzo[d][1,3]thiazin-2-ylamine). The yield is 7.5%. Reaction SMILES: [F:1][C:2]1[C:7](B(O)O)=[CH:6][CH:5]=[CH:4][N:3]=1.C(=O)([O-])[O-].[Na+].[Na+].Br[C:18]1[C:19]([F:46])=[CH:20][C:21]([F:45])=[C:22]([C@:24]23[CH2:33][CH2:32][CH2:31][CH2:30][C@H:29]2[CH2:28][S:27][C:26]([NH:34]C(=O)OCC2C=CC=CC=2)=[N:25]3)[CH:23]=1.I[Si](C)(C)C.C(=O)(O)[O-].[Na+]>C1(C)C=CC=CC=1.C(Cl)(Cl)Cl.C(OCC)(=O)C.S([O-])([O-])(=O)=S.[Na+].[Na+].C1C=CC(/C=C/C(/C=C/C2C=CC=CC=2)=O)=CC=1.C1C=CC(/C=C/C(/C=C/C2C=CC=CC=2)=O)=CC=1.C1C=CC(/C=C/C(/C=C/C2C=CC=CC=2)=O)=CC=1.[Pd].[Pd].C(O)(C)C>[F:45][C:21]1[CH:20]=[C:19]([F:46])[C:18]([C:7]2[C:2]([F:1])=[N:3][CH:4]=[CH:5][CH:6]=2)=[CH:23][C:22]=1[C@:24]12[CH2:33][CH2:32][CH2:31][CH2:30][C@H:29]1[CH2:28][S:27][C:26]([NH2:34])=[N:25]2 |f:1.2.3,6.7,11.12.13,14.15.16.17.18|. Procedure: Isopropyl alcohol (1 mL), 2-fluoro-3-pyridineboronic acid (49.8 mg), a 1 N sodium carbonate solution (354 μL) and bis(tri-tert-butylphosphine)palladium (0) (3.61 mg) were added to a solution of benzyl(±)-[(4aR*,8aS)-8a-(5-bromo-2,4-difluorophenyl)-4a,5,6,7,8,8a-hexahydro-4H-benzo[d][1,3]thiazin-2-yl]carbamate (35 mg) in toluene (2 mL). After replacement with nitrogen, the mixture was stirred at 85° C. for 9.5 hours. The reaction solution was cooled to room temperature, and the solvent was evapor... Run at time 8 hour. Yields the product BrC1=CC=C(O1)CNCC(C)C ((5-bromo-furan-2-ylmethyl)-isobutyl-amine). The yield is 103.4%. RXN SMILES: [Br:1][C:2]1[O:6][C:5]([CH:7]=O)=[CH:4][CH:3]=1.[CH2:9]([NH2:13])[CH:10]([CH3:12])[CH3:11].[BH4-].[Na+]>CO>[Br:1][C:2]1[O:6][C:5]([CH2:7][NH:13][CH2:9][CH:10]([CH3:12])[CH3:11])=[CH:4][CH:3]=1 |f:2.3|. The reactants are BrC1=CC=C(O1)C=O (5-bromo-2-furaldehyde), C(C(C)C)N (isobutylamine), [BH4-].[Na+] (Sodium borohydride). Solvent: CO (methanol). Procedure: To a stirred solution of 5-bromo-2-furaldehyde (500 mg) in methanol (5 mL) was added isobutylamine (209 mg). The mixture was stirred overnight at r.t. Sodium borohydride (162 mg) was added and the mixture was stirred for 2 h. The solvent was evaporated under reduced pressure. The residue was dissolved in ethyl acetate and washed with water. The organic phase was dried (MgSO4), filtered and concentrated under reduced pressure to give the crude (5-bromo-furan-2-ylmethyl)-isobutyl-amine (686 mg) as...